Task: describe an organic reaction: reactants, conditions, products, and yield. Dataset: the Open Reaction Database (ORD), a public repository of structured organic reaction records Starting materials: CO.ClCCl (methanol dichloromethane), COC1=C(C(=O)OC)C=C(C=C1)N (methyl 2-methoxy-5-aminobenzoate), C(C)(C)N(C(C)C)CC (N,N-diisopropylethylamine), CS(=O)(=O)Cl (methanesulfonyl chloride). Run in ClCCl (dichloromethane), ClCCl (dichloromethane). Conditions: time 30 minute. Product: COC1=C(C(=O)OC)C=C(C=C1)NS(=O)(=O)C (methyl 2-methoxy-5-methylsulfonamidobenzoate). Reaction SMILES: [CH3:1][O:2][C:3]1[CH:12]=[CH:11][C:10]([NH2:13])=[CH:9][C:4]=1[C:5]([O:7][CH3:8])=[O:6].C(N(CC)C(C)C)(C)C.[CH3:23][S:24](Cl)(=[O:26])=[O:25].CO.ClCCl>ClCCl>[CH3:1][O:2][C:3]1[CH:12]=[CH:11][C:10]([NH:13][S:24]([CH3:23])(=[O:26])=[O:25])=[CH:9][C:4]=1[C:5]([O:7][CH3:8])=[O:6] |f:3.4|. Procedure details: Combine methyl 2-methoxy-5-aminobenzoate (1.5 g, 8.3 mmol) and dichloromethane (25 mL). Cool in an ice bath. Add N,N-diisopropylethylamine (3.17 mL, 18.2 mmol) and methanesulfonyl chloride (0.71 mL, 9.1 mmol). After 30 minutes, warm to ambient temperature. After 4 hours, dilute the reaction mixture with dichloromethane and extract three times with a 1 aqueous hydrochloric acid solution and then brine. Dry the organic layer over Na2SO4, filter, and evaporate in vacuo to give a residue. Chromatogr... Starting materials: CSC1=NC=C(C=N1)C(O)C1=CN(C=2N=CN=CC21)[Si](C(C)C)(C(C)C)C(C)C ((2-methylsulfanyl-pyrimidin-5-yl)-(7-triisopropylsilanyl-7H-pyrrolo[2,3-d]pyrimidin-5-yl)-methanol), C(C)[SiH](CC)CC (triethylsilane), FC(C(=O)O)(F)F (trifluoroacetic acid). The solvent is ClCCCl (1,2-dichloroethane). Run at temperature 80 celsius. Product: CSC1=NC=C(C=N1)CC1=CNC=2N=CN=CC21 (5-(2-methylsulfanyl-pyrimidin-5-ylmethyl)-7H-pyrrolo[2,3-d]pyrimidine). Yield: 72.9%. As a reaction SMILES: [CH3:1][S:2][C:3]1[N:8]=[CH:7][C:6]([CH:9]([C:11]2[C:19]3[CH:18]=[N:17][CH:16]=[N:15][C:14]=3[N:13]([Si](C(C)C)(C(C)C)C(C)C)[CH:12]=2)O)=[CH:5][N:4]=1.C([SiH](CC)CC)C.FC(F)(F)C(O)=O>ClCCCl>[CH3:1][S:2][C:3]1[N:4]=[CH:5][C:6]([CH2:9][C:11]2[C:19]3[CH:18]=[N:17][CH:16]=[N:15][C:14]=3[NH:13][CH:12]=2)=[CH:7][N:8]=1. Procedure details: To a solution of (2-methylsulfanyl-pyrimidin-5-yl)-(7-triisopropylsilanyl-7H-pyrrolo[2,3-d]pyrimidin-5-yl)-methanol (55, 2.75 g, 6.40 mmol) in 50.0 mL of 1,2-dichloroethane, triethylsilane (8.00 mL, 50.1 mmol) and trifluoroacetic acid (4.00 mL, 51.9 mmol) were added. The reaction was heated at 80° C. overnight, then concentrated under vacuum, combined with water and extracted with ethyl acetate. The organic layer was dried over sodium sulfate, filtered, and the filtrate was concentrated under va... Reactants: CC(C)(C)[Si](C)(C)Cl, CN(C)c1ccncc1, CCOC(C)=O, CCCCCCC, CS(=O)(=O)Nc1cc(C(O)CI)ccc1OCc1ccccc1, CN(C)C=O, c1c[nH]cn1. Product: CC(C)(C)[Si](C)(C)OC(CI)c1ccc(OCc2ccccc2)c(NS(C)(=O)=O)c1. As a reaction SMILES: [C:34]([CH3:35])([CH3:36])([CH3:37])[Si:38]([CH3:39])([CH3:40])[Cl:41].[CH3:42][N:43]([CH3:44])[c:45]1[cH:46][cH:47][n:48][cH:49][cH:50]1.[CH3:51][CH2:52][O:53][C:54]([CH3:55])=[O:56].[CH3:57][CH2:58][CH2:59][CH2:60][CH2:61][CH2:62][CH3:63].[I:6][CH2:7][CH:8]([OH:9])[c:10]1[cH:11][c:12]([NH:24][S:25](=[O:26])(=[O:27])[CH3:28])[c:13]([O:16][CH2:17][c:18]2[cH:19][cH:20][cH:21][cH:22][cH:23]2)[cH:14][cH:15]1.[O:1]=[CH:2][N:3]([CH3:4])[CH3:5].[nH:29]1[cH:30][cH:31][n:32][cH:33]1>>[I:6][CH2:7][CH:8]([O:9][Si:38]([C:34]([CH3:35])([CH3:36])[CH3:37])([CH3:39])[CH3:40])[c:10]1[cH:11][c:12]([NH:24][S:25](=[O:26])(=[O:27])[CH3:28])[c:13]([O:16][CH2:17][c:18]2[cH:19][cH:20][cH:21][cH:22][cH:23]2)[cH:14][cH:15]1. Starting materials: C(C)(C)(C)OC(NCC(NC1=NC=CC(=N1)C1=CN=C2N1C=CN=C2N2CCN(CC2)C)C2=CC(=CC=C2)Cl)=O ((2-(3-chloro-phenyl)-2-{4-[8-(4-methyl-piperazin-1-yl)-imidazo[1,2-a]pyrazin-3-yl]-pyrimidin-2-ylamino}-ethyl)-carbamic acid tert-butyl ester), Cl (hydrochloric acid). The solvent is C(C)O (ethanol). Conditions: time 15 hour. Yields the product ClC=1C=C(C=CC1)C(CN)NC1=NC=CC(=N1)C1=CN=C2N1C=CN=C2N2CCN(CC2)C (1-(3-chloro-phenyl)-N1-{4-[8-(4-methyl-piperazin-1-yl)-imidazo[1,2-a]pyrazin-3-yl]-pyrimidin-2-yl}-ethane-1,2-diamine). RXN SMILES: C(OC(=O)[NH:7][CH2:8][CH:9]([C:33]1[CH:38]=[CH:37][CH:36]=[C:35]([Cl:39])[CH:34]=1)[NH:10][C:11]1[N:16]=[C:15]([C:17]2[N:21]3[CH:22]=[CH:23][N:24]=[C:25]([N:26]4[CH2:31][CH2:30][N:29]([CH3:32])[CH2:28][CH2:27]4)[C:20]3=[N:19][CH:18]=2)[CH:14]=[CH:13][N:12]=1)(C)(C)C.Cl>C(O)C>[Cl:39][C:35]1[CH:34]=[C:33]([CH:9]([NH:10][C:11]2[N:16]=[C:15]([C:17]3[N:21]4[CH:22]=[CH:23][N:24]=[C:25]([N:26]5[CH2:27][CH2:28][N:29]([CH3:32])[CH2:30][CH2:31]5)[C:20]4=[N:19][CH:18]=3)[CH:14]=[CH:13][N:12]=2)[CH2:8][NH2:7])[CH:38]=[CH:37][CH:36]=1. Procedure details: To a solution of crude (2-(3-chloro-phenyl)-2-{4-[8-(4-methyl-piperazin-1-yl)-imidazo[1,2-a]pyrazin-3-yl]-pyrimidin-2-ylamino}-ethyl)-carbamic acid tert-butyl ester (150 mg, 0.266 mmol) in ethanol (5 mL) was added concentrated hydrochloric acid (5 mL) slowly. The reaction mixture was stirred at room temperature for 15 hours. The solvent was removed under reduced pressure and then the solid was purified by prep-HPLC. Several drops of concentrated HCl were added to the fractions with product. Afte...